From a dataset of the Open Reaction Database (ORD), a public repository of structured organic reaction records. describe an organic reaction: reactants, conditions, products, and yield Reactants: CNCC(=O)O[C@@H](CN1N(C(C(=C1C)C(NC1=CC(=C(C=C1)OC1=CC=NC2=CC(=CC=C12)OC)F)=O)=O)C1=CC=CC=C1)C ((R)-1-(4-(4-(7-methoxyquinolin-4-yloxy)-3-fluorophenyl-carbamoyl)-2,3-dihydro-5-methyl-3-oxo-2-phenylpyrazol-1-yl)propan-2-yl 2-(methyl-amino)acetate), OS(=O)(=O)O (H2SO4), solid. Product: S(=O)(=O)(O)O.CNCC(=O)O[C@@H](CN1N(C(C(=C1C)C(NC1=CC(=C(C=C1)OC1=CC=NC2=CC(=CC=C12)OC)F)=O)=O)C1=CC=CC=C1)C ((R)-1-(4-(3-fluoro-4-(7-methoxyquinolin-4-yloxy)phenylcarbamoyl)-5-methyl-3-oxo-2-phenyl-2,3-dihydropyrazol-1-yl)propan-2-yl 2-(methylamino)acetate sulfate). Reaction SMILES: [CH3:1][NH:2][CH2:3][C:4]([O:6][C@H:7]([CH3:45])[CH2:8][N:9]1[C:13]([CH3:14])=[C:12]([C:15](=[O:37])[NH:16][C:17]2[CH:22]=[CH:21][C:20]([O:23][C:24]3[C:33]4[C:28](=[CH:29][C:30]([O:34][CH3:35])=[CH:31][CH:32]=4)[N:27]=[CH:26][CH:25]=3)=[C:19]([F:36])[CH:18]=2)[C:11](=[O:38])[N:10]1[C:39]1[CH:44]=[CH:43][CH:42]=[CH:41][CH:40]=1)=[O:5].[OH:46][S:47]([OH:50])(=[O:49])=[O:48]>>[S:47]([OH:50])([OH:49])(=[O:48])=[O:46].[CH3:1][NH:2][CH2:3][C:4]([O:6][C@H:7]([CH3:45])[CH2:8][N:9]1[C:13]([CH3:14])=[C:12]([C:15](=[O:37])[NH:16][C:17]2[CH:22]=[CH:21][C:20]([O:23][C:24]3[C:33]4[C:28](=[CH:29][C:30]([O:34][CH3:35])=[CH:31][CH:32]=4)[N:27]=[CH:26][CH:25]=3)=[C:19]([F:36])[CH:18]=2)[C:11](=[O:38])[N:10]1[C:39]1[CH:40]=[CH:41][CH:42]=[CH:43][CH:44]=1)=[O:5] |f:2.3|. Procedure details: The title compound was prepared according to the procedure described in Example 39 step 3 by using (R)-1-(4-(4-(7-methoxyquinolin-4-yloxy)-3-fluorophenyl-carbamoyl)-2,3-dihydro-5-methyl-3-oxo-2-phenylpyrazol-1-yl)propan-2-yl 2-(methyl-amino)acetate (82.3 mg, 0.134 mmol) and a solution of 0.5 mL of 2N H2SO4. The title compound was abtained as a yellow solid (77.3 mg, 81%). Reactants: C(CC1=CC=CC=C1)N (phenethylamine), ClC=1C2=C(N=C(N1)C1=NC=CC=C1)SC(=C2)CC (4-chloro-2-(pyridin-2-yl)-6-ethyl-thieno-[2,3-d]-pyrimidine). The product is N1=C(C=CC=C1)C=1N=C(C2=C(N1)SC(=C2)CC)NCCC2=CC=CC=C2 (2-(pyridin-2-yl)-4-phenethylamino-6-ethyl-thieno-[2,3-d]-pyrimidine). RXN SMILES: [CH2:1]([NH2:9])[CH2:2][C:3]1[CH:8]=[CH:7][CH:6]=[CH:5][CH:4]=1.Cl[C:11]1[C:12]2[CH:25]=[C:24]([CH2:26][CH3:27])[S:23][C:13]=2[N:14]=[C:15]([C:17]2[CH:22]=[CH:21][CH:20]=[CH:19][N:18]=2)[N:16]=1>>[N:18]1[CH:19]=[CH:20][CH:21]=[CH:22][C:17]=1[C:15]1[N:16]=[C:11]([NH:9][CH2:1][CH2:2][C:3]2[CH:8]=[CH:7][CH:6]=[CH:5][CH:4]=2)[C:12]2[CH:25]=[C:24]([CH2:26][CH3:27])[S:23][C:13]=2[N:14]=1. Reported procedure: With the procedure of Example 1, the reaction of phenethylamine with 4-chloro-2-(pyridin-2-yl)-6-ethyl-thieno-[2,3-d]-pyrimidine yields 2-(pyridin-2-yl)-4-phenethylamino-6-ethyl-thieno-[2,3-d]-pyrimidine. Reactants: BrBr (bromine), ClC=1C(=C(C=CC1)NC(C)=O)C (N-(3-chloro-2-methylphenyl)acetamide), O (water). Solvent: C(C)(=O)O (acetic acid). Reaction conditions: temperature 10 celsius, time 2 hour. Product: BrC1=C(C(=C(C=C1)NC(C)=O)C)Cl (N-(4-Bromo-3-chloro-2-methylphenyl)acetamide). Yield: 99.5%. Reaction SMILES: [Cl:1][C:2]1[C:3]([CH3:12])=[C:4]([NH:8][C:9](=[O:11])[CH3:10])[CH:5]=[CH:6][CH:7]=1.[Br:13]Br.O>C(O)(=O)C>[Br:13][C:7]1[CH:6]=[CH:5][C:4]([NH:8][C:9](=[O:11])[CH3:10])=[C:3]([CH3:12])[C:2]=1[Cl:1]. Procedure: A suspension of N-(3-chloro-2-methylphenyl)acetamide (11.12 g, 60.63 mmol) in acetic acid (80 mL) was cooled to ca. 10° C. and then treated with bromine (9.28 mL, 181.11 mmol). The resulting mixture was stirred at rt for 2 h. The cooled solution was then poured into water (100 mL). The resulting solid was collected via filtration and rinsed with water. Thorough drying afforded 15.83 g of a pale yellow solid: MS (APCl) m/z 264 (M+2 isotope).